From a dataset of the Open Reaction Database (ORD), a public repository of structured organic reaction records. describe an organic reaction: reactants, conditions, products, and yield Reactants: ClC1=C(C(=NN1C)C(F)(F)F)C=O (5-chloro-1-methyl-3-trifluoromethyl-1H-pyrazole-4-carboaldehyde), O (water), C(C)(=O)OCC (ethyl acetate), [BH4-].[Na+] (sodium borohydride). Run in CO (methanol). Reaction conditions: temperature 0 celsius, time 2 hour. Yields the product ClC1=C(C(=NN1C)C(F)(F)F)CO ((5-chloro-1-methyl-3-trifluoromethyl-1H-pyrazol-4-yl)-methanol). Isolated yield 82.3%. RXN SMILES: [Cl:1][C:2]1[N:6]([CH3:7])[N:5]=[C:4]([C:8]([F:11])([F:10])[F:9])[C:3]=1[CH:12]=[O:13].[BH4-].[Na+].O.C(OCC)(=O)C>CO>[Cl:1][C:2]1[N:6]([CH3:7])[N:5]=[C:4]([C:8]([F:10])([F:9])[F:11])[C:3]=1[CH2:12][OH:13] |f:1.2|. Procedure details: A solution of 10.0 g (47.0 mmoles) of 5-chloro-1-methyl-3-trifluoromethyl-1H-pyrazole-4-carboaldehyde dissolved in 100 ml of methanol was cooled to 0° C. Thereto was gradually added 2.1 g (56.5 mmoles) of sodium borohydride. The mixture was stirred at room temperature for 2 hours to give rise to a reaction. After the completion of the reaction, the reaction mixture was poured into water and extraction with ethyl acetate was conducted. The resulting organic layer was washed with an aqueous sodium... Reactants: FC1=C(C=C(C=C1)C1=CC=CC=C1)C(=N)NC1=CC(=CC=C1)C=O (4-Fluoro-N-(3-formyl-phenyl)-biphenyl-3-carboxamidine), [H-].[Na+] (sodium hydride), COC(=O)CP(=O)(OC)OC (Trimethyl phosphonoacetate), [H-].[Na+] (sodium hydride), C(=O)(O)[O-].[Na+] (NaHCO3). Run in C1CCOC1 (THF), C1CCOC1 (THF). Reaction conditions: temperature 0 celsius, time 15 minute. Product: FC1=C(C=C(C=C1)C1=CC=CC=C1)C(=N)NC=1C=C(C=CC1)C=CC(=O)O (3-{3-[(4-Fluoro-biphenyl-3-carboximidoyl)-amino]-phenyl}-acrylic acid). RXN SMILES: C[O:2][C:3]([CH2:5]P(OC)(OC)=O)=[O:4].[H-].[Na+].[F:14][C:15]1[CH:20]=[CH:19][C:18]([C:21]2[CH:26]=[CH:25][CH:24]=[CH:23][CH:22]=2)=[CH:17][C:16]=1[C:27]([NH:29][C:30]1[CH:35]=[CH:34][CH:33]=[C:32]([CH:36]=O)[CH:31]=1)=[NH:28].C([O-])(O)=O.[Na+]>C1COCC1>[F:14][C:15]1[CH:20]=[CH:19][C:18]([C:21]2[CH:22]=[CH:23][CH:24]=[CH:25][CH:26]=2)=[CH:17][C:16]=1[C:27]([NH:29][C:30]1[CH:31]=[C:32]([CH:36]=[CH:5][C:3]([OH:2])=[O:4])[CH:33]=[CH:34][CH:35]=1)=[NH:28] |f:1.2,4.5|. Procedure: Trimethyl phosphonoacetate (176 mg, 0.97 mmol) in THF (1.5 mL) was added dropwise (caution—vigorous reaction!) to sodium hydride (60% in oil) (58 mg, 1.46 mmol) under an atmosphere of nitrogen at 0° C. The reaction mixture was stirred for 15 minutes at 0° C. and then aldehyde (57) (307 mg, 0.97 mmol) in THF (1.50 mL) was added. After 3-hours further sodium hydride (60% in oil) (1.5 eq) was added and the reaction mixture stirred at ambient temperature overnight. Saturated NaHCO3 solution was adde...